From a dataset of the Open Reaction Database (ORD), a public repository of structured organic reaction records. describe an organic reaction: reactants, conditions, products, and yield The reactants are CCOC(=O)C.CCCCCC (EtOAc hexane), C(C)(C)(C)OC(C[C@H](C(=O)N1C(OC[C@@H]1C(C)C)=O)CC=1N=CSC1)=O (3-[4-tert-Butoxy-1,4-dioxo-2(R)-(4-thiazolylmethyl)butyl]-4(S)-(1-methylethyl)-2-oxazolidinone), ( f ), C(C)(C)(C)OC(C[C@H](C(=O)N1C(OC[C@@H]1C(C)C)=O)CC=1N=CSC1)=O (3-[4-tert-butoxy-1,4-dioxo-2(R)-(4-thiazolylmethyl)butyl]-4(S)-(1-methylethyl)-2-oxazolidinone), CCOC(=O)C.CCCCCC (EtOAc hexane), CN(C(CN[C@@H](C)C1=CC=CC=C1)=O)C ((S)-N,N-dimethyl-2-[(1-phenylethyl)amino]acetamide), BrCC(=O)OC(C)(C)C (tert-butyl 2-bromoacetate). The product is CN(C(CN(C(C[C@H](C(=O)N[C@H]([C@H]([C@H](CC(C)C)O)O)CC1CCCCC1)CC=1N=CSC1)=O)[C@@H](C)C1=CC=CC=C1)=O)C (N4 -[2-(Dimethylamino)-2-oxoethyl]-N4 -[1 (S)-phenylethyl]-N1 -[1(S)-(cyclohexylmethyl)-2(R),3(S)-dihydroxy-5-methylhexyl]-2(R)-(4-thiazolylmethyl)butanediamide). Yield: 75.0%. Reaction SMILES: C(O[C:6](=[O:26])[CH2:7][C@@H:8]([CH2:20][C:21]1[N:22]=[CH:23][S:24][CH:25]=1)[C:9]([N:11]1[C@@H:15]([CH:16]([CH3:18])C)[CH2:14][O:13]C1=O)=[O:10])(C)(C)C.[CH3:27][N:28]([CH3:41])[C:29](=[O:40])[CH2:30][NH:31][C@H:32]([C:34]1[CH:39]=[CH:38][CH:37]=[CH:36][CH:35]=1)[CH3:33].BrCC(O[C:47]([CH3:50])([CH3:49])[CH3:48])=O.C[CH2:52][O:53]C(C)=O.[CH3:57][CH2:58][CH2:59][CH2:60][CH2:61]C>>[CH3:41][N:28]([CH3:27])[C:29](=[O:40])[CH2:30][N:31]([C@H:32]([C:34]1[CH:39]=[CH:38][CH:37]=[CH:36][CH:35]=1)[CH3:33])[C:6](=[O:26])[CH2:7][C@@H:8]([CH2:20][C:21]1[N:22]=[CH:23][S:24][CH:25]=1)[C:9]([NH:11][C@@H:15]([CH2:16][CH:18]1[CH2:61][CH2:60][CH2:59][CH2:58][CH2:57]1)[C@@H:14]([OH:13])[C@@H:52]([OH:53])[CH2:50][CH:47]([CH3:48])[CH3:49])=[O:10] |f:3.4|. Reported procedure: 3-[4-tert-Butoxy-1,4-dioxo-2(R)-(4-thiazolylmethyl)butyl]-4(S)-(1-methylethyl)-2-oxazolidinone: The product of section (a) of this example (825 mg, 3.07 mmol) was stereoselectively alkylated with tert-butyl 2-bromoacetate according to the procedure described in example 2, section (f) to give a mixture of the desired 3-[4-tert-butoxy-1,4-dioxo-2(R)-(4-thiazolylmethyl)butyl]-4(S)-(1-methylethyl)-2-oxazolidinone (Rf=0.25, eluent: EtOAc-hexane, 1:2) and its corresponding 2(S)-epimer (Rf=0.41, eluent... Starting materials: NC1=C(C=NN1C1=NC(=C(C=C1Cl)C(F)(F)F)Cl)C#N (5-amino- 1-(3,6-dichloro-5-trifluoromethylpyridin-2-yl)-4-cyanopyrazole), C(C1=CC=CC=C1)N (benzylamine). The solvent is O1CCCC1 (tetrahydrofuran), C(Cl)Cl (methylene chloride), petroleum ether. Yields the product NC1=C(C=NN1C1=NC(=C(C=C1Cl)C(F)(F)F)NCC1=CC=CC=C1)C#N (5-amino-1-(3-chloro-5-trifluoromethyl-6-phenylmethylaminopyridin-2-yl)-4-cyanopyrazole). Yield: 40.2%. As a reaction SMILES: [NH2:1][C:2]1[N:6]([C:7]2[C:12]([Cl:13])=[CH:11][C:10]([C:14]([F:17])([F:16])[F:15])=[C:9](Cl)[N:8]=2)[N:5]=[CH:4][C:3]=1[C:19]#[N:20].[CH2:21]([NH2:28])[C:22]1[CH:27]=[CH:26][CH:25]=[CH:24][CH:23]=1>O1CCCC1.C(Cl)Cl>[NH2:1][C:2]1[N:6]([C:7]2[C:12]([Cl:13])=[CH:11][C:10]([C:14]([F:17])([F:16])[F:15])=[C:9]([NH:28][CH2:21][C:22]3[CH:27]=[CH:26][CH:25]=[CH:24][CH:23]=3)[N:8]=2)[N:5]=[CH:4][C:3]=1[C:19]#[N:20]. Procedure: A stirred solution of 6.0 grams (0.019 mole) of 5-amino- 1-(3,6-dichloro-5-trifluoromethylpyridin-2-yl)-4-cyanopyrazole and 15.4 grams (0.144 mole) of benzylamine in 100 mL of tetrahydrofuran was heated at reflux for 3.5 hours. The reaction mixture was cooled and filtered. The filtrate was evaporated under reduced pressure, leaving a residue. This residue was dissolved in methylene chloride, and the organic solution was washed in succession with water, dilute hydrochloric acid, and water. The wa... Reactants: CCOc1cccc(C(=CC(C)C)c2cc3cccnc3[nH]2)c1, CO, [H][H]. Product: CCOc1cccc(C(CC(C)C)c2cc3cccnc3[nH]2)c1. RXN SMILES: [CH2:1]([CH3:2])[O:3][c:4]1[cH:5][c:6]([C:10](=[CH:11][CH:12]([CH3:13])[CH3:14])[c:15]2[cH:16][c:17]3[c:18]([n:19][cH:20][cH:21][cH:22]3)[nH:23]2)[cH:7][cH:8][cH:9]1.[CH3:26][OH:27].[H:24][H:25]>>[CH2:1]([CH3:2])[O:3][c:4]1[cH:5][c:6]([CH:10]([CH2:11][CH:12]([CH3:13])[CH3:14])[c:15]2[cH:16][c:17]3[c:18]([n:19][cH:20][cH:21][cH:22]3)[nH:23]2)[cH:7][cH:8][cH:9]1.